describe an organic reaction: reactants, conditions, products, and yield From a dataset of the Open Reaction Database (ORD), a public repository of structured organic reaction records. The reagents and catalysts are [Zn] (zinc), [Zn].C(C)(=O)O (Zinc acetic acid), [Zn] (Zinc). Reaction SMILES: [Cl:1][C:2]1[CH:10]=[C:9]2[C:5]([C:6](=[O:19])[N:7]([CH2:12][C:13]3[CH:18]=[CH:17][CH:16]=[CH:15][N:14]=3)[C:8]2=O)=[CH:4][C:3]=1[S:20]([NH2:23])(=[O:22])=[O:21].O=C1C2C(=CC=CC=2)C(=O)N1.C(O)(=O)C.Cl>CN(C)C=O.[Zn].C(O)(=O)C.[Zn]>[ClH:1].[Cl:1][C:2]1[CH:10]=[C:9]2[C:5]([C:6](=[O:19])[N:7]([CH2:12][C:13]3[CH:18]=[CH:17][CH:16]=[CH:15][N:14]=3)[CH2:8]2)=[CH:4][C:3]=1[S:20]([NH2:23])(=[O:22])=[O:21] |f:5.6,8.9|. Procedure details: Zinc-acetic acid reduction of 6-chloro-2,3-dihydro-1,3-dioxo-2-(2-pyridinylmethyl)-1H-isoindole-5-sulfonamide. Zinc dust (0.5 mole) is added in one portion to the 1,3-dioxoisoindole (0.1 mole) of part (a) in 800 ml. of acetic acid. The reaction mixture is stirred at room temperature for 1.0 hr. and then heated to reflux for a 6 hr. period during which time additional 9.0 g. portions of zinc are added at the end of 3, 4, and 5 hr., respectively. After stirring overnight, the reaction mixture is f... The product is Cl.ClC1=C(C=C2C(N(CC2=C1)CC1=NC=CC=C1)=O)S(=O)(=O)N (6-chloro-2,3-dihydro-3-oxo-2-(2-pyridinylmethyl)-1H-isoindole-5-sulfonamide hydrochloride). The solvent is CN(C=O)C (dimethylformamide). Run at time 1 hour. Starting materials: ClC1=C(C=C2C(N(C(C2=C1)=O)CC1=NC=CC=C1)=O)S(=O)(=O)N (6-chloro-2,3-dihydro-1,3-dioxo-2-(2-pyridinylmethyl)-1H-isoindole-5-sulfonamide), C(C)(=O)O (acetic acid), Cl (hydrogen chloride), O=C1NC(C2=CC=CC=C12)=O (1,3-dioxoisoindole), O=C1NC(C2=CC=CC=C12)=O (1,3-dioxoisoindole). Reaction SMILES: [CH3:1][O:2][C:3]([CH:5]1[C:10](=[O:11])[CH2:9][CH2:8][N:7]([C:12]([O:14][C:15]([CH3:18])([CH3:17])[CH3:16])=[O:13])[CH2:6]1)=[O:4].CCN(C(C)C)C(C)C.[CH3:28][O:29][CH2:30]Cl>C(Cl)Cl>[CH3:1][O:2][C:3]([C:5]1[CH2:6][N:7]([C:12]([O:14][C:15]([CH3:18])([CH3:17])[CH3:16])=[O:13])[CH2:8][CH2:9][C:10]=1[O:11][CH2:28][O:29][CH3:30])=[O:4]. Yields the product COC(=O)C=1CN(CCC1OCOC)C(=O)OC(C)(C)C (4-methoxymethoxy-5,6-dihydro-2H-pyridine-1,3-dicarboxylic acid 1-tert-butyl ester 3-methyl ester). Conditions: time 16 hour. Solvent: C(Cl)Cl (DCM). Procedure details: To a stirred mixture of 4-oxo-piperidine-1,3-dicarboxylic acid 1-tert-butylester 3-methyl ester (10 mmol, 2.71 g) and DIEA (1 mL) in DCM was added methoxymethyl chloride (1.3 mL) drop-wise and continued stirring for 16 h at room temperature. Volatiles were removed under reduced pressure, the resultant residue was taken up in ethyl acetate (50 mL), washed with water (25 mL), dried the organic layer, filtered and concentrated under reduced pressure. The resultant residue was purified by flash colu... The reactants are COC(=O)C1CN(CCC1=O)C(=O)OC(C)(C)C (4-oxo-piperidine-1,3-dicarboxylic acid 1-tert-butylester 3-methyl ester), CCN(C(C)C)C(C)C (DIEA), COCCl (methoxymethyl chloride). Reactants: [OH-].[Na+] (sodium hydroxide), ice, COC1[C@@H](O)[C@@H](O)[C@@H](O1)CO (1-O-methyl-L-ribofuranose), COC1[C@@H](O)[C@@H](O)[C@@H](O1)CO (1-O-methyl-L-ribofuranose), [OH-].[Na+] (sodium hydroxide), C(C1=CC=CC=C1)(=O)Cl (benzoyl chloride), ice. The reagents and catalysts are [Br-].C(CCC)[N+](CCCC)(CCCC)CCCC (tetra-normal-butyl ammonium bromide). The solvent is C1(=CC=CC=C1)C (toluene), C1(=CC=CC=C1)C (toluene). Run at time 2 hour. Yields the product C(C1=CC=CC=C1)(=O)O[C@@H]1C(OC)O[C@H]([C@@H]1OC(C1=CC=CC=C1)=O)COC(C1=CC=CC=C1)=O (2,3,5-tri-O-benzoyl-1-O-methyl-L-ribofuranose). RXN SMILES: [CH3:1][O:2][CH:3]1[O:9][C@@H:8]([CH2:10][OH:11])[C@H:6]([OH:7])[C@@H:4]1[OH:5].[OH-:12].[Na+].[C:14](Cl)(=[O:21])[C:15]1[CH:20]=[CH:19][CH:18]=[CH:17][CH:16]=1>[Br-].C([N+](CCCC)(CCCC)CCCC)CCC.C1(C)C=CC=CC=1>[C:14]([O:5][C@H:4]1[C@@H:6]([O:7][C:14](=[O:12])[C:15]2[CH:20]=[CH:19][CH:18]=[CH:17][CH:16]=2)[C@H:8]([CH2:10][O:11][C:14](=[O:21])[C:15]2[CH:20]=[CH:19][CH:18]=[CH:17][CH:16]=2)[O:9][CH:3]1[O:2][CH3:1])(=[O:21])[C:15]1[CH:20]=[CH:19][CH:18]=[CH:17][CH:16]=1 |f:1.2,4.5|. Reported procedure: 31.18 g of the crude 1-O-methyl-L-ribofuranose synthesized in (1) above, toluene (175 ml), a 25 wt. % sodium hydroxide aqueous solution (111 ml), and tetra-normal-butyl ammonium bromide (1.20 g; 5 molar % ratio) were added to a 1-L flask. The obtained mixture was cooled to an ice-cooled temperature, and benzoyl chloride (56.6 mol; 3.05 equivalents) was then slowly added dropwise thereto. The temperature was increased to room temperature, and the reaction was then carried out for 2 hours. The rea... The reactants are COc1ccc(N2CCN(n3ccnc3SC)CC2)cc1, CO. Yields the product COc1ccc(N2CCN(n3ccnc3)CC2)cc1. As a reaction SMILES: [CH3:1][O:2][c:3]1[cH:4][cH:5][c:6]([N:9]2[CH2:10][CH2:11][N:12]([n:15]3[c:16]([S:20][CH3:21])[n:17][cH:18][cH:19]3)[CH2:13][CH2:14]2)[cH:7][cH:8]1.[CH3:22][OH:23]>>[CH3:1][O:2][c:3]1[cH:4][cH:5][c:6]([N:9]2[CH2:10][CH2:11][N:12]([n:15]3[cH:16][n:17][cH:18][cH:19]3)[CH2:13][CH2:14]2)[cH:7][cH:8]1.